Dataset: the Open Reaction Database (ORD), a public repository of structured organic reaction records. Task: describe an organic reaction: reactants, conditions, products, and yield The yield is 61.6%. As a reaction SMILES: [CH:1]([C:3]1[CH:4]=[C:5]2[C:13](=[CH:14][CH:15]=1)[N:12]([CH2:16][C:17]1[N:18]=[C:19]([CH3:22])[S:20][CH:21]=1)[C:11]1[CH2:10][CH2:9][C@@H:8]([NH:23][C:24](=[O:28])[CH:25]([CH3:27])[CH3:26])[CH2:7][C:6]2=1)=O.Cl.[CH3:30][O:31][NH2:32]>N1C=CC=CC=1.O.Cl.CCOC(C)=O>[CH3:30][O:31][N:32]=[CH:1][C:3]1[CH:4]=[C:5]2[C:13](=[CH:14][CH:15]=1)[N:12]([CH2:16][C:17]1[N:18]=[C:19]([CH3:22])[S:20][CH:21]=1)[C:11]1[CH2:10][CH2:9][C@@H:8]([NH:23][C:24](=[O:28])[CH:25]([CH3:26])[CH3:27])[CH2:7][C:6]2=1 |f:1.2|. Conditions: temperature 25 celsius, time 18 hour. Reported procedure: Dissolve (R)-N-[6-formyl-9-(2-methyl-thiazol-4-ylmethyl)-2,3,4,9-tetrahydro-1H-carbazol-3-yl]-isobutyramide (Example 211) (53 mg, 0.13 mmol) and methoxyamine HCl (22 mg, 0.27 mmol) in pyridine (1 mL). Stir the reaction mixture for 18 h at 25° C. Dilute the reaction mixture with water (2 mL), 1N HCl (1 mL), and EtOAc (10 mL). Load the mixture onto a Varian ChemElut CE1005 solid-phase extraction cartridge (Varian part number 12198006), then elute, collect, and concentrate 50 mL EtOAc to give the c... Product: CON=CC=1C=C2C=3C[C@@H](CCC3N(C2=CC1)CC=1N=C(SC1)C)NC(C(C)C)=O ((R)-N-[6-(Methoxyimino-methyl)-9-(2-methyl-thiazol-4-ylmethyl)-2,3,4,9-tetrahydro-1H-carbazol-3-yl]-isobutyramide). The reactants are C(=O)C=1C=C2C=3C[C@@H](CCC3N(C2=CC1)CC=1N=C(SC1)C)NC(C(C)C)=O ((R)-N-[6-Formyl-9-(2-methyl-thiazol-4-ylmethyl)-2,3,4,9-tetrahydro-1H-carbazol-3-yl]-isobutyramide), Cl.CON (methoxyamine HCl). Solvent: N1=CC=CC=C1 (pyridine), O (water), Cl (HCl), CCOC(=O)C (EtOAc). Reactants: NC1=C(NC)C=CC(=C1)C1=CC=CC=C1 (2-amino-4-phenyl-N-methyl-aniline), C(#N)C1=CC=C(C=C1)CC(=O)O (4-cyanophenylacetic acid), N,N'-carbonyldiimidazole. The solvent is O1CCCC1 (tetrahydrofuran), C(C)(=O)O (acetic acid). The product is C1(=CC=CC=C1)C1=CC2=C(N(C(=N2)CC2=CC=C(C#N)C=C2)C)C=C1 (4-[(5-phenyl-1-methyl-1H-benzimidazol-2-yl)-methyl]-benzonitrile). As a reaction SMILES: [NH2:1][C:2]1[CH:9]=[C:8]([C:10]2[CH:15]=[CH:14][CH:13]=[CH:12][CH:11]=2)[CH:7]=[CH:6][C:3]=1[NH:4][CH3:5].[C:16]([C:18]1[CH:23]=[CH:22][C:21]([CH2:24][C:25](O)=O)=[CH:20][CH:19]=1)#[N:17]>O1CCCC1.C(O)(=O)C>[C:10]1([C:8]2[CH:7]=[CH:6][C:3]3[N:4]([CH3:5])[C:25]([CH2:24][C:21]4[CH:22]=[CH:23][C:18]([C:16]#[N:17])=[CH:19][CH:20]=4)=[N:1][C:2]=3[CH:9]=2)[CH:11]=[CH:12][CH:13]=[CH:14][CH:15]=1. Procedure details: Prepared analogously to Example 24f from 2-amino-4-phenyl-N-methyl-aniline, 4-cyanophenylacetic acid and N,N'-carbonyldiimidazole in tetrahydrofuran and glacial acetic acid. Starting materials: solvent, COC(C1=C(C=C(C=C1)OC)OC)OC (2,4-dimethoxy benzaldehyde dimethyl acetal), C1(=CC=C(C=C1)S(=O)(=O)[O-])C.[NH+]1=CC=CC=C1 (pyridinium p-toluenesulfonate), COC(C(C(NC(=O)NC(C)(C)C)C1=CC=CC=C1)O)=O (N-(t-butylaminocarbonyl)-β-phenyl isoserine methyl ester). Run in TBF, C1CCOC1 (THF). Yields the product COC(=O)[C@H]1[C@@H](N(C(O1)C1=C(C=C(C=C1)OC)OC)C(=O)NC(C)(C)C)C1=CC=CC=C1 ((4S,5R)-N-(t-Butylaminocarbonyl)-2-(2,4-dimethoxyphenyl)-4-phenyl-5-oxazolidinecarboxylic acid methyl ester). As a reaction SMILES: [CH3:1][O:2][C:3](=[O:21])[CH:4]([OH:20])[CH:5]([C:14]1[CH:19]=[CH:18][CH:17]=[CH:16][CH:15]=1)[NH:6][C:7]([NH:9][C:10]([CH3:13])([CH3:12])[CH3:11])=[O:8].CO[CH:24](OC)[C:25]1[CH:30]=[CH:29][C:28]([O:31][CH3:32])=[CH:27][C:26]=1[O:33][CH3:34].C1(C)C=CC(S([O-])(=O)=O)=CC=1.[NH+]1C=CC=CC=1>C1COCC1>[CH3:1][O:2][C:3]([C@@H:4]1[O:20][CH:24]([C:25]2[CH:30]=[CH:29][C:28]([O:31][CH3:32])=[CH:27][C:26]=2[O:33][CH3:34])[N:6]([C:7]([NH:9][C:10]([CH3:13])([CH3:11])[CH3:12])=[O:8])[C@H:5]1[C:14]1[CH:15]=[CH:16][CH:17]=[CH:18][CH:19]=1)=[O:21] |f:2.3|. Reported procedure: N-(t-butylaminocarbonyl)-β-phenyl isoserine methyl ester (PREPARATION 1, 68 mg, 0.23 mM) is dissolved in dry TBF (5 mL) and the solution treated with 2,4-dimethoxy benzaldehyde dimethyl acetal (70 mg, 0.33 mM) and pyridinium p-toluenesulfonate (6 mg, 0.02 mM) and the mixture warmed to reflux. Approximately 2 mL solvent is boiled away 3 times in a 45 minute period replenishing with 2 mL of fresh THF at which time TLC shows no starting material. The solvent is concentrated under reduced pressure a... The reactants are C=CCOCCCC(NC(=O)OC(C)(C)C)C(=O)OC(C)C, C1CCOC1, [Li+], [OH-], O, O, O. Product: C=CCOCCCC(NC(=O)OC(C)(C)C)C(=O)O. RXN SMILES: [CH2:1]([CH:2]=[CH2:3])[O:4][CH2:5][CH2:6][CH2:7][CH:8]([C:9](=[O:10])[O:11][CH:12]([CH3:13])[CH3:14])[NH:15][C:16](=[O:17])[O:18][C:19]([CH3:20])([CH3:21])[CH3:22].[CH2:26]1[O:27][CH2:28][CH2:29][CH2:30]1.[Li+:25].[OH-:24].[OH2:23].[OH2:31].[OH2:32]>>[CH2:1]([CH:2]=[CH2:3])[O:4][CH2:5][CH2:6][CH2:7][CH:8]([C:9](=[O:10])[OH:11])[NH:15][C:16](=[O:17])[O:18][C:19]([CH3:20])([CH3:21])[CH3:22]. The reactants are BrC=1C(=C(C(=O)O)C(=C(C1)C(C)(C)C)O)C (3-bromo-5-tert-butyl-6-hydroxy-2-methyl-benzoic acid), acylium ion, C1(=CC=CC=C1)O (phenol), P(=O)(Cl)(Cl)Cl (phosphorus oxychloride). The solvent is C1(=CC=CC=C1)C (toluene). Yields the product C1(=CC=CC=C1)OC(C1=C(C(=CC(=C1O)C(C)(C)C)Br)C)=O (3-Bromo-5-tert-butyl-6-hydroxy-2-methyl-benzoic acid phenyl ester). RXN SMILES: [Br:1][C:2]1[C:3]([CH3:16])=[C:4]([C:8]([OH:15])=[C:9]([C:11]([CH3:14])([CH3:13])[CH3:12])[CH:10]=1)[C:5]([OH:7])=[O:6].[C:17]1(O)[CH:22]=[CH:21][CH:20]=[CH:19][CH:18]=1.P(Cl)(Cl)(Cl)=O>C1(C)C=CC=CC=1>[C:17]1([O:6][C:5](=[O:7])[C:4]2[C:8]([OH:15])=[C:9]([C:11]([CH3:12])([CH3:13])[CH3:14])[CH:10]=[C:2]([Br:1])[C:3]=2[CH3:16])[CH:22]=[CH:21][CH:20]=[CH:19][CH:18]=1. Procedure details: From 3-bromo-5-tert-butyl-6-hydroxy-2-methyl-benzoic acid, phenol and phosphorus oxychloride in toluene; amber oil; 1H NMR (CDCl3): δ 11.10 (s, 1H), 7.64 (s, 1H), 7.50-7.42 (m, 2H), 7.36-7.28 (m, 1H), 7.22-7.17 (m, 2H), 2.74 (s, 3H), 1.40 (s, 9H); LC-MS: Major component: m/z 269/270 (acylium ion), 363/365 (M+H), 385/387 (M+Na); Rt=2.95 min. The crude product was used without purification. Reactants: C(#N)C(=C(C#N)C#N)C#N (tetracyanoethylene), ClCCOC(C=1C=CC(=NC1)Cl)OCCCl (5-[bis-(2-chloroethoxy)methyl]-2-chloropyridine). The solvent is C(C)#N (acetonitrile). The product is ClCCOC(C#N)C=1C=NC(=CC1)Cl ((2-chloroethoxy)-(6-chloropyridin-3-yl)acetonitrile). Isolated yield 471.2%. As a reaction SMILES: [C:1](C(C#N)=C(C#N)C#N)#[N:2].ClCCO[CH:15]([O:23][CH2:24][CH2:25][Cl:26])[C:16]1[CH:17]=[CH:18][C:19]([Cl:22])=[N:20][CH:21]=1>C(#N)C>[Cl:26][CH2:25][CH2:24][O:23][CH:15]([C:16]1[CH:21]=[N:20][C:19]([Cl:22])=[CH:18][CH:17]=1)[C:1]#[N:2]. Reported procedure: Trimethylsilyl cyamide (1.88 mL) and tetracyanoethylene (240 mg) were added to a solution of 5-[bis-(2-chloroethoxy)methyl]-2-chloropyridine (2.67 g) in acetonitrile (50 mL), and the reaction solution was heated under reflux for five hours. The reaction solution was left to cool to room temperature, and the solvent was evaporated under reduced pressure. Ethyl acetate was added to the resulting residue. The organic layer washed with brine and then dried over anhydrous magnesium sulfate and concen... Reactants: CC(C)(C)OC(=O)Nc1ccc(B(O)O)cc1, COCCOC, CCO, CC1COCCN1c1cc(CS(=O)(=O)C(C)C)nc(Cl)n1, [Na+], [Na+], O=C([O-])[O-], CN(C)C=O, O. The product is CC1COCCN1c1cc(CS(=O)(=O)C(C)C)nc(-c2ccc(NC(=O)OC(C)(C)C)cc2)n1. RXN SMILES: [C:23]([CH3:24])([CH3:25])([CH3:26])[O:27][C:28](=[O:29])[NH:30][c:31]1[cH:32][cH:33][c:34]([B:37]([OH:38])[OH:39])[cH:35][cH:36]1.[CH2:51]([CH2:52][O:53][CH3:54])[O:55][CH3:56].[CH3:57][CH2:58][OH:59].[Cl:1][c:2]1[n:3][c:4]([CH2:15][S:16](=[O:17])(=[O:18])[CH:19]([CH3:20])[CH3:21])[cH:5][c:6]([N:8]2[CH:9]([CH3:14])[CH2:10][O:11][CH2:12][CH2:13]2)[n:7]1.[Na+:40].[Na+:41].[O-:42][C:43](=[O:44])[O-:45].[O:46]=[CH:47][N:48]([CH3:49])[CH3:50].[OH2:22]>>[c:2]1(-[c:34]2[cH:33][cH:32][c:31]([NH:30][C:28]([O:27][C:23]([CH3:24])([CH3:25])[CH3:26])=[O:29])[cH:36][cH:35]2)[n:3][c:4]([CH2:15][S:16](=[O:17])(=[O:18])[CH:19]([CH3:20])[CH3:21])[cH:5][c:6]([N:8]2[CH:9]([CH3:14])[CH2:10][O:11][CH2:12][CH2:13]2)[n:7]1.